This data is from the Open Reaction Database (ORD), a public repository of structured organic reaction records. The task is: describe an organic reaction: reactants, conditions, products, and yield Starting materials: FC1=CC=C(C=C1)C=1N=C(SC1)C=CC=O (3-(4-(4-fluorophenyl)thiazol-2-yl)propenal), [BH4-].[Na+] (sodium borohydride), O (Water). Solvent: C(C)O (ethanol). Yields the product FC1=CC=C(C=C1)C=1N=C(SC1)C=CCO (3-(4-(4-Fluorophenyl)thiazol-2-yl)prop-2-en-1-ol). Reaction SMILES: [F:1][C:2]1[CH:7]=[CH:6][C:5]([C:8]2[N:9]=[C:10]([CH:13]=[CH:14][CH:15]=[O:16])[S:11][CH:12]=2)=[CH:4][CH:3]=1.[BH4-].[Na+].O>C(O)C>[F:1][C:2]1[CH:3]=[CH:4][C:5]([C:8]2[N:9]=[C:10]([CH:13]=[CH:14][CH2:15][OH:16])[S:11][CH:12]=2)=[CH:6][CH:7]=1 |f:1.2|. Procedure details: 692 mg (2.97 mmol) of 3-(4-(4-fluorophenyl)thiazol-2-yl)propenal and 224.5 mg (5.93 mmol) of sodium borohydride were stirred in 50 ml of ethanol at room temperature for 3 h. Water was added, and the mixture was concentrated. The residue was taken up with water and ethyl acetate. The organic phase was separated and evaporated. The residue was purified by preparative HPLC (RP18, acetonitrile/water containing 0.1% TFA). Yield: 280 mg (40%).